The task is: describe an organic reaction: reactants, conditions, products, and yield. This data is from the Open Reaction Database (ORD), a public repository of structured organic reaction records. Starting materials: Cc1cc(C)nc(NC#N)n1, ClCCl, S, c1ccncc1. The product is Cc1cc(C)nc(NC(N)=S)n1. Reaction SMILES: [C:1](#[N:2])[NH:3][c:4]1[n:5][c:6]([CH3:11])[cH:7][c:8]([CH3:10])[n:9]1.[CH2:13]([Cl:14])[Cl:15].[SH2:12].[cH:16]1[cH:17][cH:18][n:19][cH:20][cH:21]1>>[C:1]([NH2:2])([NH:3][c:4]1[n:5][c:6]([CH3:11])[cH:7][c:8]([CH3:10])[n:9]1)=[S:12]. The reactants are IC1=CC=C(C=C1)O (4-Iodophenol), BrCCCCCCCCCCCC (1-bromododecane), C(=O)([O-])[O-].[K+].[K+] (K2CO3). Run in CN(C)C=O (DMF), O (water), Cl (HCl). Product: C(CCCCCCCCCCC)OC1=CC=C(C=C1)I (4-(1-Dodecyloxy)Iodobenzene). Reaction SMILES: [I:1][C:2]1[CH:7]=[CH:6][C:5]([OH:8])=[CH:4][CH:3]=1.Br[CH2:10][CH2:11][CH2:12][CH2:13][CH2:14][CH2:15][CH2:16][CH2:17][CH2:18][CH2:19][CH2:20][CH3:21].C([O-])([O-])=O.[K+].[K+]>CN(C=O)C.O.Cl>[CH2:21]([O:8][C:5]1[CH:6]=[CH:7][C:2]([I:1])=[CH:3][CH:4]=1)[CH2:20][CH2:19][CH2:18][CH2:17][CH2:16][CH2:15][CH2:14][CH2:13][CH2:12][CH2:11][CH3:10] |f:2.3.4|. Procedure: 4-Iodophenol (3.03 g, 1.38×10−2 mol), 1-bromododecane (6.65 ml, 2.77×10−2 mol) and K2CO3 (3.81 g, 2.76×10−2 mol) were dissolved in 50 ml of dry DMF and refluxed for 3.5 h under N2. After cooling, the solution was diluted with water, 2M HCl, and extracted with CH2Cl2. The combined organic layers were washed with saturated aq. NaHCO3, water, and dried over Na2SO4. The product was chromatographed on silica gel with 3:1 hexane:CHCl3 as the eluent. Yield=5.274 g (98% based on 3.03 g of 4-iodophenol)....